From a dataset of the Open Reaction Database (ORD), a public repository of structured organic reaction records. describe an organic reaction: reactants, conditions, products, and yield Starting materials: C(O)([O-])=O.[Na+] (sodium hydrogencarbonate), CN(C1=CC=CC2=CC=CC(=C12)N(C)C)C (1,8-bis(dimethylamino)naphthalene), F[B-](F)(F)F.C[O+](C)C (trimethyloxonium tetrafluoroborate), COC(N=C(C(=NC1=CC=C(C=C1)C1=NOC(=N1)C)C=1C=C(C2=C(C(CO2)O)C1)OC)SC)=O ({2-(3-hydroxy-7-methoxy-2,3-dihydrobenzofuran-5-yl)-2-[4-(5-methyl-[1,2,4]oxadiazol-3-yl)phenylimino]-1-methylsulfanylethylidene}carbamic acid methyl ester). Isolated yield 51.8%. Reaction SMILES: CN(C)C1C2C(=CC=CC=2N(C)C)C=CC=1.F[B-](F)(F)F.C[O+:23]([CH3:25])[CH3:24].[CH3:26][O:27][C:28](=[O:59])[N:29]=[C:30]([S:57][CH3:58])[C:31]([C:45]1[CH:46]=[C:47]([O:55][CH3:56])[C:48]2[O:52][CH2:51]C(O)[C:49]=2[CH:54]=1)=[N:32][C:33]1[CH:38]=[CH:37][C:36]([C:39]2[N:43]=[C:42]([CH3:44])[O:41][N:40]=2)=[CH:35][CH:34]=1.C(=O)([O-])O.[Na+]>C(#N)C.C(OCC)(=O)C>[CH3:26][O:27][C:28](=[O:59])[N:29]=[C:30]([S:57][CH3:58])[C:31]([C:45]1[CH:46]=[C:47]([O:55][CH3:56])[C:48]2[O:52][CH2:51][CH:24]([O:23][CH3:25])[C:49]=2[CH:54]=1)=[N:32][C:33]1[CH:38]=[CH:37][C:36]([C:39]2[N:43]=[C:42]([CH3:44])[O:41][N:40]=2)=[CH:35][CH:34]=1 |f:1.2,4.5|. The solvent is C(C)#N (acetonitrile), C(C)(=O)OCC (ethyl acetate). Procedure details: After adding 201 mg of 1,8-bis(dimethylamino)naphthalene and 138 mg of trimethyloxonium tetrafluoroborate to a solution of 150 mg of {2-(3-hydroxy-7-methoxy-2,3-dihydrobenzofuran-5-yl)-2-[4-(5-methyl-[1,2,4]oxadiazol-3-yl)phenylimino]-1-methylsulfanylethylidene}carbamic acid methyl ester in 3 ml of acetonitrile at 0° C., the mixture was stirred for 2 hours. Saturated aqueous sodium hydrogencarbonate was added to the reaction mixture, and extraction was performed with ethyl acetate. After washing... Yields the product COC(N=C(C(=NC1=CC=C(C=C1)C1=NOC(=N1)C)C=1C=C(C2=C(C(CO2)OC)C1)OC)SC)=O ({2-(3,7-dimethoxy-2,3-dihydrobenzofuran-5-yl)-2-[4-(5-methyl-[1,2,4]oxadiazol-3-yl)phenylimino]-1-methylsulfanylethylidene}carbamic acid methyl ester). Reaction conditions: time 2 hour. The reactants are C(C)OC(C1=CC=C(C=C1)N=CC=1C=NC=C(C1)Br)=O (4-[(5-bromo-pyridin-3-ylmethylene)-amino]-benzoic acid ethyl ester), O.[O-]S(=O)(=O)C(F)(F)F.[Yb+3].[O-]S(=O)(=O)C(F)(F)F.[O-]S(=O)(=O)C(F)(F)F (ytterbium(III) triflate hydrate), C(C(C)C)=O (isobutyraldehyde), O (water). Solvent: O1CCCC1 (tetrahydrofuran). Reaction conditions: temperature 25 celsius, time 12 hour. The product is C(C)OC(=O)C=1C=C2C(C(C(NC2=CC1)C=1C=NC=C(C1)Br)(C)C)O (2-(5-bromo-pyridin-3-yl)-4-hydroxy-3,3-dimethyl-1,2,3,4-tetrahydro-quinoline-6-carboxylic acid ethyl ester). The yield is 80.6%. Reaction SMILES: [CH2:1]([O:3][C:4](=[O:20])[C:5]1[CH:10]=[CH:9][C:8]([N:11]=[CH:12][C:13]2[CH:14]=[N:15][CH:16]=[C:17]([Br:19])[CH:18]=2)=[CH:7][CH:6]=1)[CH3:2].O.[O-]S(C(F)(F)F)(=O)=O.[Yb+3].[O-]S(C(F)(F)F)(=O)=O.[O-]S(C(F)(F)F)(=O)=O.[CH:47](=[O:51])[CH:48]([CH3:50])[CH3:49].O>O1CCCC1>[CH2:1]([O:3][C:4]([C:5]1[CH:10]=[C:9]2[C:8](=[CH:7][CH:6]=1)[NH:11][CH:12]([C:13]1[CH:14]=[N:15][CH:16]=[C:17]([Br:19])[CH:18]=1)[C:48]([CH3:50])([CH3:49])[CH:47]2[OH:51])=[O:20])[CH3:2] |f:1.2.3.4.5|. Procedure: To a mixture of 4-[(5-bromo-pyridin-3-ylmethylene)-amino]-benzoic acid ethyl ester (16.3 g, 49 mmol) and ytterbium(III) triflate hydrate (3.1 g, 49 mmol) in dry tetrahydrofuran (100 mL) at 25° C. was added isobutyraldehyde (4.98 mL, 55 mmol) and water (0.89 mL, 49 mmol) dropwise. The reaction mixture was stirred at 25° C. for 12 h. Then the reaction mixture was concentrated in vacuo and the residue was extracted with ethyl acetate (2×200 mL), washed with brine, dried over anhydrous sodium sulfat... The reactants are C1CCOC1, CO, O=[N+]([O-])c1ccc(O)cc1F. The product is COc1cc(O)ccc1[N+](=O)[O-]. As a reaction SMILES: [CH2:14]1[O:15][CH2:16][CH2:17][CH2:18]1.[CH3:12][OH:13].[F:1][c:2]1[cH:3][c:4]([OH:11])[cH:5][cH:6][c:7]1[N+:8](=[O:9])[O-:10]>>[c:2]1([O:13][CH3:12])[cH:3][c:4]([OH:11])[cH:5][cH:6][c:7]1[N+:8](=[O:9])[O-:10].